From a dataset of the Open Reaction Database (ORD), a public repository of structured organic reaction records. describe an organic reaction: reactants, conditions, products, and yield Reactants: Cl, O=N[O-], Cc1c(N)ccc(C(=O)O)c1C, [Na+], O. Product: Cl, Cc1c(NN)ccc(C(=O)O)c1C. Reaction SMILES: [ClH:17].[N:1]([O-:2])=[O:3].[NH2:5][c:6]1[c:7]([CH3:16])[c:8]([CH3:15])[c:9]([C:10](=[O:11])[OH:12])[cH:13][cH:14]1.[Na+:4].[OH2:18]>>[ClH:17].[NH2:1][NH:5][c:6]1[c:7]([CH3:16])[c:8]([CH3:15])[c:9]([C:10](=[O:11])[OH:12])[cH:13][cH:14]1. The reactants are [Cl-].[Al+3].[Cl-].[Cl-] (aluminium chloride), ice water, C(CCC)S (butylmercaptan), COC=1C=C(C=CC1)N1N=C(C=2C1=NC=CC2)C2=CC=CC=C2 (1-(3-methoxy- phenyl)-3-phenyl-1H-pyrazolo[3,4-b]pyridine). Solvent: ClCCl (dichloromethane). The product is OC=1C=C(C=CC1)N1N=C(C=2C1=NC=CC2)C2=CC=CC=C2 (1-(3-hydroxy- phenyl)-3-phenyl-1H-pyrazolo[3,4-b]pyridine). The yield is 101.8%. RXN SMILES: [Cl-].[Al+3].[Cl-].[Cl-].C(S)CCC.C[O:11][C:12]1[CH:13]=[C:14]([N:18]2[C:22]3=[N:23][CH:24]=[CH:25][CH:26]=[C:21]3[C:20]([C:27]3[CH:32]=[CH:31][CH:30]=[CH:29][CH:28]=3)=[N:19]2)[CH:15]=[CH:16][CH:17]=1>ClCCl>[OH:11][C:12]1[CH:13]=[C:14]([N:18]2[C:22]3=[N:23][CH:24]=[CH:25][CH:26]=[C:21]3[C:20]([C:27]3[CH:28]=[CH:29][CH:30]=[CH:31][CH:32]=3)=[N:19]2)[CH:15]=[CH:16][CH:17]=1 |f:0.1.2.3|. Procedure: In 400 ml of dichloromethane was suspended 45.1 g of anhydrous aluminium chloride. While stirring, 45.1 ml of butylmercaptan was added thereto. After the mixture was stirred at room temperature for 1 hour, 34 g of 1-(3-methoxy- phenyl)-3-phenyl-1H-pyrazolo[3,4-b]pyridine was added under ice-cooling. The mixture was stirred at room temperature for 6 hours. The reaction mixture was poured into about 2 l of ice-water. The resulting crystals were collected by filtration, and washed with water to giv... Reactants: C(#N)C1=CC=C(CN2C=NC=C2)C=C1 (1-(4-cyanobenzyl)-imidazole), FC1=CC=C(C=C1)CC=O (4-fluorophenylacetaldehyde). The product is C(#N)C1=CC=C(C=C1)C(C(CC1=CC=C(C=C1)F)O)N1C=NC=C1 (1-[1-(4-cyanophenyl)-3-(4-fluorophenyl)-2-hydroxypropyl]-1H-imidazole). As a reaction SMILES: [C:1]([C:3]1[CH:14]=[CH:13][C:6]([CH2:7][N:8]2[CH:12]=[CH:11][N:10]=[CH:9]2)=[CH:5][CH:4]=1)#[N:2].[F:15][C:16]1[CH:21]=[CH:20][C:19]([CH2:22][CH:23]=[O:24])=[CH:18][CH:17]=1>>[C:1]([C:3]1[CH:4]=[CH:5][C:6]([CH:7]([N:8]2[CH:12]=[CH:11][N:10]=[CH:9]2)[CH:23]([OH:24])[CH2:22][C:19]2[CH:20]=[CH:21][C:16]([F:15])=[CH:17][CH:18]=2)=[CH:13][CH:14]=1)#[N:2]. Procedure details: 1-[1-(4-cyanophenyl)-3-(4-fluorophenyl)-2-hydroxypropyl]-1H-imidazole is prepared according to the procedure of Example 1 using 1-(4-cyanobenzyl)-imidazole and 4-fluorophenylacetaldehyde as starting materials. The product is purified by flash chromatography. Starting materials: ClCCl, O=C=Nc1ccc(F)cc1, Fc1ccc(C2NCCc3ccccc32)cc1F. Product: O=C(Nc1ccc(F)cc1)N1CCc2ccccc2C1c1ccc(F)c(F)c1. As a reaction SMILES: [Cl:29][CH2:30][Cl:31].[F:19][c:20]1[cH:21][cH:22][c:23]([N:26]=[C:27]=[O:28])[cH:24][cH:25]1.[F:1][c:2]1[cH:3][c:4]([CH:9]2[NH:10][CH2:11][CH2:12][c:13]3[cH:14][cH:15][cH:16][cH:17][c:18]32)[cH:5][cH:6][c:7]1[F:8]>>[F:1][c:2]1[cH:3][c:4]([CH:9]2[N:10]([C:27]([NH:26][c:23]3[cH:22][cH:21][c:20]([F:19])[cH:25][cH:24]3)=[O:28])[CH2:11][CH2:12][c:13]3[cH:14][cH:15][cH:16][cH:17][c:18]32)[cH:5][cH:6][c:7]1[F:8].